Dataset: the Open Reaction Database (ORD), a public repository of structured organic reaction records. Task: describe an organic reaction: reactants, conditions, products, and yield Reactants: CN1C(N(C(C=2C1=CNC2)=O)C)=O (1,3-Dimethyl-1H-pyrrolo[3,4-d]pyrimidine-2,4(3H,6H)-dione), [H-].[Na+] (sodium hydride), C(C)(C)(C)C1N(S(OC1)(=O)=O)C(=O)[O-] (tert-butyl-1,2,3-oxathiazolidine-3-carboxylate 2,2-dioxide). Run in C1CCOC1 (THF), C1CCOC1 (THF). Conditions: time 15 minute. The product is C(C)(C)(C)OC(NCCN1C=C2N(C(N(C(C2=C1)=O)C)=O)C)=O ([2-(1,3-Dimethyl-2,4-dioxo-1,2,3,4-tetrahydro-pyrrolo[3,4-d]pyrimidin-6-yl)-ethyl]-carbamic acid tert-butyl ester). As a reaction SMILES: [CH3:1][N:2]1[C:7]2=[CH:8][NH:9][CH:10]=[C:6]2[C:5](=[O:11])[N:4]([CH3:12])[C:3]1=[O:13].[H-].[Na+].C([CH:20]1[CH2:24]OS(=O)(=O)[N:21]1[C:27]([O-:29])=[O:28])(C)(C)C>C1COCC1>[C:6]([O:29][C:27](=[O:28])[NH:21][CH2:20][CH2:24][N:9]1[CH:10]=[C:6]2[C:7]([N:2]([CH3:1])[C:3](=[O:13])[N:4]([CH3:12])[C:5]2=[O:11])=[CH:8]1)([CH3:7])([CH3:10])[CH3:5] |f:1.2|. Procedure details: 1,3-Dimethyl-1H-pyrrolo[3,4-d]pyrimidine-2,4(3H,6H)-dione) (step 1) (4.43 g, 24.72 mmol) and sodium hydride (commercial) (60% dispersion in mineral oil) (1.286 g, 32.1 mmol) were degassed with nitrogen for 15 min. The reagents were then suspended in anhydrous THF (44.5 mL) and stirred for 15 mins at room temperature, then cooled to 0° C. (external). After 10 mins, a solution of tert-butyl-1,2,3-oxathiazolidine-3-carboxylate 2,2-dioxide (step 2) (6.07 g, 27.2 mmol) in anhydrous THF (44.5 mL) was ... The reagents and catalysts are [C-]#[W] (tungsten carbide), [Pt] (platinum). Starting materials: C[C@@]12C(CC[C@H]1[C@@H]1CCC3=CC(CC[C@]3(C)[C@H]1CC2)=O)=O (androst-4-ene-3,17-dione), CN (methylamine), [Cl-].[Li+] (lithium chloride). The product is C[C@]12CCC(=O)C[C@@H]1CC[C@@H]3[C@@H]2CC[C@]4([C@H]3CC[C@@H]4O)C (5α-androstan-17β-ol-3-one). Reported procedure: 0.50 g. of androst-4-ene-3,17-dione is dissolved in 10 ml. of tetrahydrofuran and electrolyzed in 100 ml. of methylamine with 0.5 g. of lithium chloride for 1 hour between a platinum cathode and a tungsten carbide anode at 0.5 A. After the reaction mixture has been worked up and recrystallized, 0.38 g. of 5α-androstan-17β-ol-3-one is obtained, m.p. 172.5° - 173.5° C. Reaction SMILES: [CH3:1][C@:2]12[CH2:19][CH2:18][C@H:17]3[C@@H:7]([CH2:8][CH2:9][C:10]4[C@:15]3([CH3:16])[CH2:14][CH2:13][C:12](=[O:20])[CH:11]=4)[C@@H:6]1[CH2:5][CH2:4][C:3]2=[O:21].CN.[Cl-].[Li+]>[Pt].[C-]#[W].O1CCCC1>[CH3:16][C@@:15]12[C@H:17]3[CH2:18][CH2:19][C@:2]4([CH3:1])[C@@H:3]([OH:21])[CH2:4][CH2:5][C@H:6]4[C@@H:7]3[CH2:8][CH2:9][C@H:10]1[CH2:11][C:12](=[O:20])[CH2:13][CH2:14]2 |f:2.3|. Solvent: O1CCCC1 (tetrahydrofuran). The reactants are CCN=C=NCCCN(C)C, COC(=O)c1c(-c2cccc(C(=O)O)c2)c2cc(Cl)ccc2c(=O)n1Cc1ccc(S(C)(=O)=O)cc1, CN(C)CCN, CC#N, Cl, O, Oc1cccc2[nH]nnc12. Yields the product COC(=O)c1c(-c2cccc(C(=O)NCCN(C)C)c2)c2cc(Cl)ccc2c(=O)n1Cc1ccc(S(C)(=O)=O)cc1. RXN SMILES: [CH2:44]([N:45]=[C:46]=[N:47][CH2:48][CH2:49][CH2:50][N:51]([CH3:52])[CH3:53])[CH3:54].[CH3:1][O:2][C:3](=[O:4])[c:5]1[n:6]([CH2:26][c:27]2[cH:28][cH:29][c:30]([S:33](=[O:34])(=[O:35])[CH3:36])[cH:31][cH:32]2)[c:7](=[O:25])[c:8]2[cH:9][cH:10][c:11]([Cl:24])[cH:12][c:13]2[c:14]1-[c:15]1[cH:16][c:17]([C:21](=[O:22])[OH:23])[cH:18][cH:19][cH:20]1.[CH3:37][N:38]([CH2:39][CH2:40][NH2:41])[CH3:42].[CH3:66][C:67]#[N:68].[ClH:43].[OH2:55].[OH:56][c:57]1[c:58]2[n:59][n:60][nH:61][c:62]2[cH:63][cH:64][cH:65]1>>[CH3:1][O:2][C:3](=[O:4])[c:5]1[n:6]([CH2:26][c:27]2[cH:28][cH:29][c:30]([S:33](=[O:34])(=[O:35])[CH3:36])[cH:31][cH:32]2)[c:7](=[O:25])[c:8]2[cH:9][cH:10][c:11]([Cl:24])[cH:12][c:13]2[c:14]1-[c:15]1[cH:16][c:17]([C:21](=[O:22])[NH:41][CH2:40][CH2:39][N:38]([CH3:37])[CH3:42])[cH:18][cH:19][cH:20]1. The reactants are C#CC1(O)CN2CCC1CC2, C[Si](C)(C)Cl, CN(C)C=O, O, c1c[nH]cn1. Product: C#CC1(O[Si](C)(C)C)CN2CCC1CC2. Reaction SMILES: [C:1](#[CH:2])[C:3]1([OH:11])[CH2:4][N:5]2[CH2:6][CH2:7][CH:8]1[CH2:9][CH2:10]2.[CH3:17][Si:18]([CH3:19])([CH3:20])[Cl:21].[O:23]=[CH:24][N:25]([CH3:26])[CH3:27].[OH2:22].[nH:12]1[cH:13][cH:14][n:15][cH:16]1>>[C:1](#[CH:2])[C:3]1([O:11][Si:18]([CH3:17])([CH3:19])[CH3:20])[CH2:4][N:5]2[CH2:6][CH2:7][CH:8]1[CH2:9][CH2:10]2. Reactants: ClC=1C=C(C=CC1Cl)C(CC(=O)OC)C1OC1 (methyl β-(3,4-dichlorophenyl)-oxiranepropanoate), CNC1=CC=CC=C1 (N-methyl aniline). The solvent is FC(CO)(F)F (2,2,2 trifluoroethanol). Run at temperature 23 celsius, time 6 hour. Product: ClC=1C=C(C=CC1Cl)C1CC(OC1CN(C1=CC=CC=C1)C)=O (4-(3,4-dichlorophenyl)-dihydro-5-[(methylphenylamino)methyl]-2(3H)-furanone). Yield: 97.0%. Reaction SMILES: [Cl:1][C:2]1[CH:3]=[C:4]([CH:9]([CH:15]2[CH2:17][O:16]2)[CH2:10][C:11]([O:13]C)=O)[CH:5]=[CH:6][C:7]=1[Cl:8].[CH3:18][NH:19][C:20]1[CH:25]=[CH:24][CH:23]=[CH:22][CH:21]=1>FC(F)(F)CO>[Cl:1][C:2]1[CH:3]=[C:4]([CH:9]2[CH:15]([CH2:17][N:19]([CH3:18])[C:20]3[CH:25]=[CH:24][CH:23]=[CH:22][CH:21]=3)[O:16][C:11](=[O:13])[CH2:10]2)[CH:5]=[CH:6][C:7]=1[Cl:8]. Reported procedure: Treat a solution of the product of step 2 (368 mg, 1.34 mmol) in 2,2,2 trifluoroethanol (1 mL) with N-methyl aniline (217 μL, 2.01 mmol, 1.5 eq) and stir for 6 h at 23° C. followed by 6 h at 80° C. Cool to 23° C., concentrate in vacuo and purify by silica gel chromatography (column: 3.5×12 cm; eluant: hexane:EtOAc (4:1)) to provide 446 mg (1.3 mmol, 97%) of 4-(3,4-dichlorophenyl)-dihydro-5-[(methylphenylamino)methyl]-2(3H)-furanone as a white solid. Reactants: C(C)N1C(=O)CCC2=C(C=CC=C12)O (1-ethyl-5-hydroxy-3,4-dihydrocarbostyril), glycerol α-bromohydrin, [OH-].[K+] (potassium hydroxide). Solvent: CO (methanol). Yields the product C(C)N1C(=O)CCC2=C(C=CC=C12)OCC(CO)O (1-ethyl-5-(2,3-dihydroxy)propoxy-3,4-dihydrocarbostyril). Isolated yield 52.7%. RXN SMILES: [OH-:1].[K+].[CH2:3]([N:5]1[C:15]2[C:10](=[C:11]([OH:16])[CH:12]=[CH:13][CH:14]=2)[CH2:9][CH2:8][C:6]1=[O:7])[CH3:4]>CO>[CH2:3]([N:5]1[C:15]2[C:10](=[C:11]([O:16][CH2:10][CH:11]([OH:16])[CH2:12][OH:1])[CH:12]=[CH:13][CH:14]=2)[CH2:9][CH2:8][C:6]1=[O:7])[CH3:4] |f:0.1|. Procedure: 2.0 g of potassium hydroxide was dissolved in 80 ml of methanol, and 5.2 g of 1-ethyl-5-hydroxy-3,4-dihydrocarbostyril and 5.0 g of glycerol α-bromohydrin were added to the resulting solution followed by refluxing the mixture for 4 hours. The mixture was then worked up in the same manner as described in Example 1 to obtain a residue after removal of the chloroform by distillation. The residue thus obtained was recrystallized from ethyl acetate to give 1.9 g of 1-ethyl-5-(2,3-dihydroxy)propoxy-3,...